From a dataset of the Open Reaction Database (ORD), a public repository of structured organic reaction records. describe an organic reaction: reactants, conditions, products, and yield The reactants are C1=CC=C(C=C1)C(CC(=O)O)N (DL-3-amino-3-phenylpropionic acid), Cl (HCl), C(C)(=O)OCC (ethyl acetate). Solvent: C(C)O (ethanol), C(C)O (ethanol). Product: Cl.NC(CC(=O)OCC)C1=CC=CC=C1 (Ethyl β-aminobenzenepropanoate, Monohydrochloride). Isolated yield 98.6%. RXN SMILES: [CH:1]1[CH:6]=[CH:5][C:4]([CH:7]([NH2:12])[CH2:8][C:9]([OH:11])=[O:10])=[CH:3][CH:2]=1.[ClH:13].[C:14](OCC)(=O)[CH3:15]>C(O)C>[ClH:13].[NH2:12][CH:7]([C:4]1[CH:3]=[CH:2][CH:1]=[CH:6][CH:5]=1)[CH2:8][C:9]([O:11][CH2:14][CH3:15])=[O:10] |f:4.5|. Procedure details: DL-3-amino-3-phenylpropionic acid (5.4 g, 0.032 moles) was added to saturated HCl (100 ml) in ethanol. The reaction mixture was stirred for 4 hours at room temperature under nitrogen. HCl in ethanol was removed under vacuum to afford a residue. The concentrated residue was trituated with ethyl acetate. The ethyl acetate was then removed in vacuum and the procedure was repeated twice. The resulting residue was dried under high vacuum to give a yellow solid (7.4 g, 98.6% yield). 1H NMR (400 MHz, C... The reactants are C=C(C)C#N, CCOC(OCC)P([O-])OCC, CC(=O)O, CCO, [H-], [Na+]. The product is CCOC(OCC)P(=O)(CC(C)C#N)OCC. As a reaction SMILES: [C:13]([C:14](=[CH2:15])[CH3:16])#[N:17].[CH2:1]([CH3:2])[O:3][P:4]([O-:5])[CH:6]([O:7][CH2:8][CH3:9])[O:10][CH2:11][CH3:12].[CH3:20][C:21](=[O:22])[OH:23].[CH3:24][CH2:25][OH:26].[H-:18].[Na+:19]>>[CH2:1]([CH3:2])[O:3][P:4](=[O:5])([CH:6]([O:7][CH2:8][CH3:9])[O:10][CH2:11][CH3:12])[CH2:15][CH:14]([C:13]#[N:17])[CH3:16]. Reactants: C1(=CC=CC=C1)P(C1=CC=CC=C1)C1=CC=CC=C1 (triphenylphosphine), CN(S(=O)(=O)CC(=O)OC)C (methyl [(dimethylamino)sulfonyl]acetate), [H-].[Na+] (sodium hydride), BrC=1C=CC2=C(C(C=3C(=NC=C(C3)Cl)C=C2)=O)C1 (7-bromo-3-chloro-5H-benzo[4,5]cyclohepta[1,2-b]pyridin-5-one). Reagents/catalysts: C=1C=CC(=CC1)/C=C/C(=O)/C=C/C2=CC=CC=C2.C=1C=CC(=CC1)/C=C/C(=O)/C=C/C2=CC=CC=C2.C=1C=CC(=CC1)/C=C/C(=O)/C=C/C2=CC=CC=C2.[Pd].[Pd] (Pd2(dba)3). The solvent is O1CCOCC1 (dioxane). Run at temperature 0 celsius, time 15 minute. Product: ClC=1C=C2C(=NC1)C=CC1=C(C2=O)C=C(C=C1)C(C(=O)OC)S(=O)(=O)N(C)C (Methyl (3-chloro-5-oxo-5H-benzo[4,5]cyclohepta[1,2-b]pyridin-7-yl)[(dimethylamino)sulfonyl]acetate). As a reaction SMILES: [CH3:1][N:2]([CH3:11])[S:3]([CH2:6][C:7]([O:9][CH3:10])=[O:8])(=[O:5])=[O:4].[H-].[Na+].Br[C:15]1[CH:16]=[CH:17][C:18]2[CH:29]=[CH:28][C:22]3=[N:23][CH:24]=[C:25]([Cl:27])[CH:26]=[C:21]3[C:20](=[O:30])[C:19]=2[CH:31]=1.C1(P(C2C=CC=CC=2)C2C=CC=CC=2)C=CC=CC=1>C1C=CC(/C=C/C(/C=C/C2C=CC=CC=2)=O)=CC=1.C1C=CC(/C=C/C(/C=C/C2C=CC=CC=2)=O)=CC=1.C1C=CC(/C=C/C(/C=C/C2C=CC=CC=2)=O)=CC=1.[Pd].[Pd].O1CCOCC1>[Cl:27][C:25]1[CH:26]=[C:21]2[C:20](=[O:30])[C:19]3[CH:31]=[C:15]([CH:6]([S:3]([N:2]([CH3:11])[CH3:1])(=[O:4])=[O:5])[C:7]([O:9][CH3:10])=[O:8])[CH:16]=[CH:17][C:18]=3[CH:29]=[CH:28][C:22]2=[N:23][CH:24]=1 |f:1.2,5.6.7.8.9|. Procedure details: A 200 mL round bottom flask was charged with methyl [(dimethylamino)sulfonyl]acetate (5.26 g, 29.0 mmol) and dioxane (77 ml), cooled to 0° C. and then sodium hydride (2.321 g, 58.0 mmol) was added in one portion. After 15 min., the mixture was warmed to room temperature and 7-bromo-3-chloro-5H-benzo[4,5]cyclohepta[1,2-b]pyridin-5-one (6.20 g, 19.34 mmol) was added followed by Pd2(dba)3 (0.708 g, 0.774 mmol) and triphenylphosphine (1.217 g, 4.64 mmol). The resulting suspension was degassed by spa... Yields the product CC1C(CC(CC1)C(CC=O)C)=O (3-(4-methyl-3-oxocyclohexyl)-butyraldehyde). Reactants: [H][H] (hydrogen), [C]=O (carbon monoxide), C1(=CC=CC=C1)C (toluene), C[C@@H]1CC[C@H](CC1=O)C(=C)C (dihydrocarvone). The yield is 86.0%. RXN SMILES: C[C@H:2]1[C:7](=[O:8])C[C@H](C(C)=C)[CH2:4][CH2:3]1.[H][H].[C]=[O:15].[C:16]1([CH3:22])[CH:21]=[CH:20][CH:19]=[CH:18][CH:17]=1>C(C(CCCC)C([O-])=O)C.[Rh+3].C(C(CCCC)C([O-])=O)C.C(C(CCCC)C([O-])=O)C>[CH3:22][CH:16]1[CH2:21][CH2:20][CH:19]([CH:3]([CH3:4])[CH2:2][CH:7]=[O:8])[CH2:18][C:17]1=[O:15] |f:4.5.6.7,^3:13|. The reagents and catalysts are C(C)C(C(=O)[O-])CCCC.[Rh+3].C(C)C(C(=O)[O-])CCCC.C(C)C(C(=O)[O-])CCCC (rhodium 2-ethylhexanoate). Procedure: 50 g of dihydrocarvone, 1.5 g of triphenylphosphene and 0.013 g of rhodium 2-ethylhexanoate are reacted as described in Example 1 in 200 ml of toluene at 150° C. and under 280 bar with a 1:1 mixture of hydrogen and carbon monoxide. The distillative working-up yields 51.5 g of 3-(4-methyl-3-oxocyclohexyl)-butyraldehyde (boiling point=98°-100° C./0.1 mbar, 86% of theory). Reactants: CS(=O)(=O)Cl, Nc1ccc(C(O)(C(F)(F)F)C(F)(F)F)cc1, O, c1ccncc1. Product: CS(=O)(=O)Nc1ccc(C(O)(C(F)(F)F)C(F)(F)F)cc1. RXN SMILES: [CH3:1][S:2]([Cl:3])(=[O:4])=[O:5].[F:6][C:7]([C:8]([C:9]([F:10])([F:11])[F:12])([OH:13])[c:14]1[cH:15][cH:16][c:17]([NH2:18])[cH:19][cH:20]1)([F:21])[F:22].[OH2:23].[cH:24]1[cH:25][cH:26][n:27][cH:28][cH:29]1>>[CH3:1][S:2](=[O:4])(=[O:5])[NH:18][c:17]1[cH:16][cH:15][c:14]([C:8]([C:7]([F:6])([F:21])[F:22])([C:9]([F:10])([F:11])[F:12])[OH:13])[cH:20][cH:19]1. The reactants are NC=1SC(=CC1C(=O)N)C1=C(C=C(C=C1)C(C)(C)O)F (2-amino-5-[2-fluoro-4-(1-hydroxy-1-methylethyl)phenyl]thiophene-3-carboxamide), ClC1=NC=C(C=C1)C=1OC(=NN1)C (2-chloro-5-(5-methyl-1,3,4-oxadiazol-2-yl)pyridine). Product: FC1=C(C=CC(=C1)C(C)(C)O)C1=CC(=C(S1)NC1=NC=C(C=C1)C=1OC(=NN1)C)C(=O)N (5-[2-Fluoro-4-(1-hydroxy-1-methylethyl)phenyl]-2-{[5-(5-methyl-1,3,4-oxadiazol-2-yl)pyridin-2-yl]amino}thiophene-3-carboxamide). RXN SMILES: [NH2:1][C:2]1[S:3][C:4]([C:10]2[CH:15]=[CH:14][C:13]([C:16]([OH:19])([CH3:18])[CH3:17])=[CH:12][C:11]=2[F:20])=[CH:5][C:6]=1[C:7]([NH2:9])=[O:8].Cl[C:22]1[CH:27]=[CH:26][C:25]([C:28]2[O:29][C:30]([CH3:33])=[N:31][N:32]=2)=[CH:24][N:23]=1>>[F:20][C:11]1[CH:12]=[C:13]([C:16]([OH:19])([CH3:17])[CH3:18])[CH:14]=[CH:15][C:10]=1[C:4]1[S:3][C:2]([NH:1][C:22]2[CH:27]=[CH:26][C:25]([C:28]3[O:29][C:30]([CH3:33])=[N:31][N:32]=3)=[CH:24][N:23]=2)=[C:6]([C:7]([NH2:9])=[O:8])[CH:5]=1. Procedure: The title compound was prepared as described in Example 1 using 2-amino-5-[2-fluoro-4-(1-hydroxy-1-methylethyl)phenyl]thiophene-3-carboxamide (90 mg, 0.31 mmol) and 2-chloro-5-(5-methyl-1,3,4-oxadiazol-2-yl)pyridine (60 mg, 0.31 mmol) as starting materials. Product: BrC=1C=CC=2N(C1)C=C(N2)C(=O)NC2=C(C=CC=C2C)C (6-Bromo-N-(2,6-dimethylphenyl)imidazo[1,2-a]pyridine-2-carboxamide). Reported procedure: The title compound was prepared by using procedures analogous to those described for the synthesis of Intermediate I, using 2,6-dimethylaniline and ethyl 6-bromoimidazo[1,2-a]pyridine-2-carboxylate as starting materials. Starting materials: Intermediate I, CC1=C(N)C(=CC=C1)C (2,6-dimethylaniline), BrC=1C=CC=2N(C1)C=C(N2)C(=O)OCC (ethyl 6-bromoimidazo[1,2-a]pyridine-2-carboxylate). RXN SMILES: [CH3:1][C:2]1[CH:8]=[CH:7][CH:6]=[C:5]([CH3:9])[C:3]=1[NH2:4].[Br:10][C:11]1[CH:12]=[CH:13][C:14]2[N:15]([CH:17]=[C:18]([C:20](OCC)=[O:21])[N:19]=2)[CH:16]=1>>[Br:10][C:11]1[CH:12]=[CH:13][C:14]2[N:15]([CH:17]=[C:18]([C:20]([NH:4][C:3]3[C:5]([CH3:9])=[CH:6][CH:7]=[CH:8][C:2]=3[CH3:1])=[O:21])[N:19]=2)[CH:16]=1.